Dataset: the Open Reaction Database (ORD), a public repository of structured organic reaction records. Task: describe an organic reaction: reactants, conditions, products, and yield Starting materials: [N+](=O)(O)[O-] (nitric acid), FC1=C(C(=CC=C1)F)C1=CC=NC=C1 (4-(2,6-difluorophenyl)-pyridine), C([O-])(O)=O.[Na+] (sodium bicarbonate). Solvent: S(O)(O)(=O)=O (sulfuric acid), S(O)(O)(=O)=O (sulfuric acid). Run at time 45 minute. Product: FC1=C(C(=CC=C1[N+](=O)[O-])F)C1=CC=NC=C1 (4-(2,6-Difluoro-3-nitrophenyl)-pyridine). The yield is 88.0%. Reaction SMILES: [N+:1]([O-:4])(O)=[O:2].[F:5][C:6]1[CH:11]=[CH:10][CH:9]=[C:8]([F:12])[C:7]=1[C:13]1[CH:18]=[CH:17][N:16]=[CH:15][CH:14]=1.C(=O)(O)[O-].[Na+]>S(=O)(=O)(O)O>[F:12][C:8]1[C:9]([N+:1]([O-:4])=[O:2])=[CH:10][CH:11]=[C:6]([F:5])[C:7]=1[C:13]1[CH:14]=[CH:15][N:16]=[CH:17][CH:18]=1 |f:2.3|. Reported procedure: A mixture of cold (0° C.) concentrated nitric acid (20.4 ml) and concentrated sulfuric acid (20.4 ml) was added in portions to a stirred solution of 10 g 4-(2,6-difluorophenyl)-pyridine in 56 ml concentrated sulfuric acid at 0° C. After 45 minutes at 0° C., the mixture was poured onto ice and the resulting solution was neutralized with solid sodium bicarbonate. It was then extracted twice with ethyl acetate and the organic extracts were dried and evaporated to give the product as white solid of ... The reactants are [Cl-].[Al+3].[Cl-].[Cl-] (aluminum chloride), CC1=CC=C(C=C1)OC (4-methylanisole), FC1=C(C(=O)Cl)C=C(C(=C1)F)[N+](=O)[O-] (2,4-difluoro-5-nitrobenzoyl chloride). Solvent: C(Cl)Cl (methylene chloride), C(Cl)Cl (methylene chloride), C(Cl)Cl (methylene chloride). Reaction conditions: temperature 0 celsius, time 8 hour. The product is FC1=C(C=C(C(=C1)F)[N+](=O)[O-])C(C1=C(C=CC(=C1)C)OC)=O (2′,4′-Difluoro-2-methoxy-5-methyl-5′-nitrobenzophenone). The yield is 57.1%. RXN SMILES: [Cl-].[Al+3].[Cl-].[Cl-].[CH3:5][C:6]1[CH:11]=[CH:10][C:9]([O:12][CH3:13])=[CH:8][CH:7]=1.[F:14][C:15]1[CH:23]=[C:22]([F:24])[C:21]([N+:25]([O-:27])=[O:26])=[CH:20][C:16]=1[C:17](Cl)=[O:18]>C(Cl)Cl>[F:14][C:15]1[CH:23]=[C:22]([F:24])[C:21]([N+:25]([O-:27])=[O:26])=[CH:20][C:16]=1[C:17](=[O:18])[C:8]1[CH:7]=[C:6]([CH3:5])[CH:11]=[CH:10][C:9]=1[O:12][CH3:13] |f:0.1.2.3|. Procedure details: A mixture of aluminum chloride (62.3 g, 0.467 mol) and methylene chloride is cooled to −20° C. to −10° C., treated with 4-methylanisole (60.1 g, 0.492 mol), treated dropwise with a mixture of 2,4-difluoro-5-nitrobenzoyl chloride (111 g, 0.468 mol) and methylene chloride over a 10 minute period, warmed to 0° C., stirred overnight at ambient temperature, slowly poured onto ice with stirring, and diluted with methylene chloride. The organic layer is washed with water and brine, dried over anhydrous... Starting materials: C(C)(C)(C)OC(=O)C1C(C2(C(N1)CC(C)(C)C)C(NC1=CC(=CC=C12)Cl)=O)C1=C(C(=CC=C1)Cl)F (rac-(2′S,3′R,4′S,5′R)-6-chloro-4′-(3-chloro-2-fluoro-phenyl)-2′-(2,2-dimethyl-propyl)-2-oxo-1,2-dihydro-spiro[indole-3,3′-pyrrolidine]-5′-carboxylic acid tert-butyl ester), FC(C(=O)O)(F)F (trifluoroacetic acid). Run in ClCCl (dichloromethane). Run at time 18 hour. Product: FC(C(=O)O)(F)F.ClC1=CC=C2C(=C1)NC(C21C(NC(C1C1=C(C(=CC=C1)Cl)F)C(=O)O)CC(C)(C)C)=O (rac-(2′S,3′R,4′S,5′R)-6-chloro-4′-(3-chloro-2-fluoro-phenyl)-2′-(2,2-dimethyl-propyl)-2-oxo-1,2-dihydro-spiro[indole-3,3′-pyrrolidine]-5′-carboxylic acid trifluoroacetic acid), solid. The yield is 93.0%. As a reaction SMILES: C([O:5][C:6]([CH:8]1[NH:12][CH:11]([CH2:13][C:14]([CH3:17])([CH3:16])[CH3:15])[C:10]2([C:25]3[C:20](=[CH:21][C:22]([Cl:26])=[CH:23][CH:24]=3)[NH:19][C:18]2=[O:27])[CH:9]1[C:28]1[CH:33]=[CH:32][CH:31]=[C:30]([Cl:34])[C:29]=1[F:35])=[O:7])(C)(C)C.[F:36][C:37]([F:42])([F:41])[C:38]([OH:40])=[O:39]>ClCCl>[F:36][C:37]([F:42])([F:41])[C:38]([OH:40])=[O:39].[Cl:26][C:22]1[CH:21]=[C:20]2[NH:19][C:18](=[O:27])[C:10]3([CH:9]([C:28]4[CH:33]=[CH:32][CH:31]=[C:30]([Cl:34])[C:29]=4[F:35])[CH:8]([C:6]([OH:7])=[O:5])[NH:12][CH:11]3[CH2:13][C:14]([CH3:16])([CH3:15])[CH3:17])[C:25]2=[CH:24][CH:23]=1 |f:3.4|. Procedure details: A solution of rac-(2′S,3′R,4′S,5′R)-6-chloro-4′-(3-chloro-2-fluoro-phenyl)-2′-(2,2-dimethyl-propyl)-2-oxo-1,2-dihydro-spiro[indole-3,3′-pyrrolidine]-5′-carboxylic acid tert-butyl ester (2.6 g, 4.8 mmol) in dichloromethane (60 mL) was added trifluoroacetic acid (8 mL). The reaction mixture was stirred at room temperature for 18 h, then concentrated. The residue was then triturated with ethyl ether hexanes, concentrated, dried in vacuo to give rac-(2′S,3′R,4′S,5′R)-6-chloro-4′-(3-chloro-2-fluoro-p... Starting materials: F[B-](F)(F)F, F[B-](F)(F)F, O=C([O-])O, C=C(OCC)c1nc(OC)c(F)cc1NC(=O)OC(C)(C)C, CC#N, F[N+]12CC[N+](CCl)(CC1)CC2, [Na+], O. Product: COc1nc(C(=O)CF)c(NC(=O)OC(C)(C)C)cc1F. As a reaction SMILES: [B-:31]([F:32])([F:33])([F:34])[F:35].[B-:36]([F:37])([F:38])([F:39])[F:40].[C:26](=[O:27])([OH:28])[O-:29].[CH2:1]([CH3:2])[O:3][C:4](=[CH2:5])[c:6]1[n:7][c:8]([O:21][CH3:22])[c:9]([F:20])[cH:10][c:11]1[NH:12][C:13]([O:14][C:15]([CH3:16])([CH3:17])[CH3:18])=[O:19].[CH3:23][C:24]#[N:25].[Cl:41][CH2:42][N+:43]12[CH2:44][CH2:45][N+:46]([F:47])([CH2:48][CH2:49]1)[CH2:50][CH2:51]2.[Na+:30].[OH2:52]>>[CH2:3]([C:4](=[O:5])[c:6]1[n:7][c:8]([O:21][CH3:22])[c:9]([F:20])[cH:10][c:11]1[NH:12][C:13]([O:14][C:15]([CH3:16])([CH3:17])[CH3:18])=[O:19])[F:32]. The yield is 88.0%. RXN SMILES: [CH3:1][O:2][C:3]1[C:4]([N+:21]([O-:23])=[O:22])=[C:5]([CH:18]=[CH:19][CH:20]=1)[CH:6]=[C:7]([C:13]([O:15][CH2:16][CH3:17])=[O:14])[C:8]([O:10][CH2:11][CH3:12])=[O:9].COC1C([N+]([O-])=O)=C(C=CC=1)C=O.CO[CH2:39][N:40]([CH2:46][C:47]1[CH:52]=[CH:51][CH:50]=[CH:49][CH:48]=1)[CH2:41][Si](C)(C)C.FC(F)(F)C(O)=O>C(Cl)Cl>[CH2:46]([N:40]1[CH2:41][CH:6]([C:5]2[CH:18]=[CH:19][CH:20]=[C:3]([O:2][CH3:1])[C:4]=2[N+:21]([O-:23])=[O:22])[C:7]([C:8]([O:10][CH2:11][CH3:12])=[O:9])([C:13]([O:15][CH2:16][CH3:17])=[O:14])[CH2:39]1)[C:47]1[CH:52]=[CH:51][CH:50]=[CH:49][CH:48]=1. Run in C(Cl)Cl (methylene chloride). Reactants: COC=1C(=C(C=C(C(=O)OCC)C(=O)OCC)C=CC1)[N+](=O)[O-] (diethyl 2-(3-methoxy-2-nitrobenzylidene)malonate), COC=1C(=C(C=O)C=CC1)[N+](=O)[O-] (3-methoxy-2-nitrobenzaldehyde), COCN(C[Si](C)(C)C)CC1=CC=CC=C1 (N-(methoxymethyl)-N-(trimethylsilylmethyl)benzylamine), FC(C(=O)O)(F)F (trifluoroacetic acid). Procedure: To a solution of diethyl 2-(3-methoxy-2-nitrobenzylidene)malonate, which was prepared from 3-methoxy-2-nitrobenzaldehyde following the procedure described in Example 1, Part C (162 mg, 0.5 mmol) in 10 mL of methylene chloride was added added N-(methoxymethyl)-N-(trimethylsilylmethyl)benzylamine (237 mg, 1.0 mmol) and trifluoroacetic acid (0.010 mL, 0.125 mmol). The solution was allowed to stir at 40° C. for 18 h. The reaction mixture was concentrated in vacuo and purified by flash chromatography... Run at temperature 40 celsius, time 18 hour. Yields the product C(C1=CC=CC=C1)N1CC(C(C1)C1=C(C(=CC=C1)OC)[N+](=O)[O-])(C(=O)OCC)C(=O)OCC (Diethyl 1-benzyl-4-(3-methoxy-2-nitrophenyl)pyrrolidine-3,3-dicarboxylate). Reactants: NC1=CC=C(C#N)C=C1 (4-aminobenzonitrile), CI (methyl iodide). Solvent: O1CCCC1 (tetrahydrofuran). Product: CNC1=CC=C(C#N)C=C1 (4-(N-methyl)aminobenzonitrile). Yield: 76.0%. Reaction SMILES: [NH2:1][C:2]1[CH:9]=[CH:8][C:5]([C:6]#[N:7])=[CH:4][CH:3]=1.[CH3:10]I>O1CCCC1>[CH3:10][NH:1][C:2]1[CH:9]=[CH:8][C:5]([C:6]#[N:7])=[CH:4][CH:3]=1. Procedure details: This compound was prepared by treating 4-aminobenzonitrile with a slight excess, on a molar equivalents basis, of methyl iodide in tetrahydrofuran solvent for 4 hrs at room temperature. Removal of the THF and other volatiles, followed by recrystallization, gave a 76% yield of 4-(N-methyl)aminobenzonitrile, mp 85-87° C. Using Example 1 procedure, the aforesaid substituted nitrile was treated with ethanolamine to obtain a 70% yield of 2-[4-(N-methyl) aminophenyl]oxazoline, mp 145-147° C. Following...